This data is from the Open Reaction Database (ORD), a public repository of structured organic reaction records. The task is: describe an organic reaction: reactants, conditions, products, and yield Starting materials: OC(C(=O)OCC1=CC=CC=C1)(C(C(=O)OCC1=CC=CC=C1)C1CCOCC1)C1CCOCC1 (dibenzyl 2-hydroxy-2,3-bis(tetrahydro-2H-pyran-4-yl)succinate), [H][H] (hydrogen). The reagents and catalysts are [Pd].[C] (Pd carbon). Solvent: C(C)O (ethanol). Reaction conditions: time 24 hour. Product: OC(C(=O)O)(C(C(=O)O)C1CCOCC1)C1CCOCC1 (2-Hydroxy-2,3-bis(tetrahydro-2H-pyran-4-yl)succinic acid). Isolated yield 95.6%. As a reaction SMILES: [OH:1][C:2]([CH:30]1[CH2:35][CH2:34][O:33][CH2:32][CH2:31]1)([CH:13]([CH:24]1[CH2:29][CH2:28][O:27][CH2:26][CH2:25]1)[C:14]([O:16]CC1C=CC=CC=1)=[O:15])[C:3]([O:5]CC1C=CC=CC=1)=[O:4].[H][H]>C(O)C.[Pd].[C]>[OH:1][C:2]([CH:30]1[CH2:35][CH2:34][O:33][CH2:32][CH2:31]1)([CH:13]([CH:24]1[CH2:25][CH2:26][O:27][CH2:28][CH2:29]1)[C:14]([OH:16])=[O:15])[C:3]([OH:5])=[O:4] |f:3.4|. Procedure details: To a solution of dibenzyl 2-hydroxy-2,3-bis(tetrahydro-2H-pyran-4-yl)succinate (2.0 g, 4.15 mmol) in ethanol (50 ml) was added 10% Pd-carbon (300 mg) under a nitrogen atmosphere. The atmosphere in the system was replaced five times with nitrogen gas and was filled with hydrogen gas, and the system was stirred under a hydrogen atmosphere for 24 hr. The catalyst was collected by filtration through Celite pad and was washed with ethanol. The filtrate was concentrated under reduced pressure to give ... Reactants: C(C)(C)(C)C1=CC(=C(C=N1)C=1N([C@]([C@](N1)(C)C1=CC=C(C=C1)Cl)(C)C1=CC=C(C=C1)Cl)C(=O)Cl)OCC ((4S,5R)-2-(6-tert-butyl-4-ethoxy-pyridin-3-yl)-4,5-bis-(4-chloro-phenyl)-4,5-dimethyl-4,5-dihydro-imidazole-1-carbonyl chloride), C(C)N1CCN(CC1)C1CCNCC1 (1-ethyl-4-piperidin-4-yl-piperazine). The product is C(C)(C)(C)C1=CC(=C(C=N1)C=1N([C@]([C@](N1)(C)C1=CC=C(C=C1)Cl)(C)C1=CC=C(C=C1)Cl)C(=O)N1CCC(CC1)N1CCN(CC1)CC)OCC ([(4S,5R)-2-(6-tert-Butyl-4-ethoxy-pyridin-3-yl)-4,5-bis-(4-chloro-phenyl)-4,5-dimethyl-4,5-dihydro-imidazol-1-yl]-[4-(4-ethyl-piperazin-1-yl)-piperidin-1-yl]-methanone). Reaction SMILES: [C:1]([C:5]1[N:10]=[CH:9][C:8]([C:11]2[N:12]([C:32](Cl)=[O:33])[C@@:13]([C:25]3[CH:30]=[CH:29][C:28]([Cl:31])=[CH:27][CH:26]=3)([CH3:24])[C@@:14]([C:17]3[CH:22]=[CH:21][C:20]([Cl:23])=[CH:19][CH:18]=3)([CH3:16])[N:15]=2)=[C:7]([O:35][CH2:36][CH3:37])[CH:6]=1)([CH3:4])([CH3:3])[CH3:2].[CH2:38]([N:40]1[CH2:45][CH2:44][N:43]([CH:46]2[CH2:51][CH2:50][NH:49][CH2:48][CH2:47]2)[CH2:42][CH2:41]1)[CH3:39]>>[C:1]([C:5]1[N:10]=[CH:9][C:8]([C:11]2[N:12]([C:32]([N:49]3[CH2:50][CH2:51][CH:46]([N:43]4[CH2:44][CH2:45][N:40]([CH2:38][CH3:39])[CH2:41][CH2:42]4)[CH2:47][CH2:48]3)=[O:33])[C@@:13]([C:25]3[CH:26]=[CH:27][C:28]([Cl:31])=[CH:29][CH:30]=3)([CH3:24])[C@@:14]([C:17]3[CH:18]=[CH:19][C:20]([Cl:23])=[CH:21][CH:22]=3)([CH3:16])[N:15]=2)=[C:7]([O:35][CH2:36][CH3:37])[CH:6]=1)([CH3:2])([CH3:3])[CH3:4]. Reported procedure: In a manner analogous to the method described in examples 8, (4S,5R)-2-(6-tert-butyl-4-ethoxy-pyridin-3-yl)-4,5-bis-(4-chloro-phenyl)-4,5-dimethyl-4,5-dihydro-imidazole-1-carbonyl chloride (example 51) was coupled with 1-ethyl-4-piperidin-4-yl-piperazine (Matrix) to give the title compound. HR-MS (ES, m/z) calculated for C40H53Cl2N6O2 [(M+H)+] 719.3602, observed 719.3606. Reactants: C(C)(C)(C)OC(N[C@@H]([C@H](CCl)O)CC1=CC=CC=C1)=O ((R,R)-1-benzyl-3-chloro-2-hydroxypropylcarbamic acid tert-butyl ester), [OH-].[K+] (KOH). The solvent is C(C)O (ethanol). Reaction conditions: time 20 minute. Yields the product C(C)(C)(C)OC(N[C@H](CC1=CC=CC=C1)[C@H]1OC1)=O ((R,R) 1-Oxiranyl-2-phenylethylcarbamic acid tert-butyl ester). Isolated yield 69.3%. RXN SMILES: [C:1]([O:5][C:6](=[O:20])[NH:7][C@H:8]([CH2:13][C:14]1[CH:19]=[CH:18][CH:17]=[CH:16][CH:15]=1)[C@@H:9]([OH:12])[CH2:10]Cl)([CH3:4])([CH3:3])[CH3:2].[OH-].[K+]>C(O)C>[C:1]([O:5][C:6](=[O:20])[NH:7][C@@H:8]([C@@H:9]1[CH2:10][O:12]1)[CH2:13][C:14]1[CH:19]=[CH:18][CH:17]=[CH:16][CH:15]=1)([CH3:4])([CH3:3])[CH3:2] |f:1.2|. Procedure details: To a stirred solution of (R,R)-1-benzyl-3-chloro-2-hydroxypropylcarbamic acid tert-butyl ester (4.45 g, 15 mmol) in ethanol (125 mL) at 0° C. is added KOH (0.5M in ethanol, 36 ml, 18 mmol). After stirring for 20 min, the mixture is concentrated under reduced pressure and the residue is dissolved in ethyl acetate, washed with saturated ammonium chloride (aq), water and then brine, dried over Na2SO4 and concentrated under reduced pressure. The resulting white solid is purified using General Purifi... Starting materials: COC(=O)C(Cc1ccc(-c2ccc(C#N)cc2)cc1)NC(=O)C1Cc2cc3c(cc2CN1S(=O)(=O)c1sc(NC(C)=O)nc1C)OC(c1ccc(OCc2ccc(Cl)c(Cl)c2)cc1)CO3, CI, [K+], [K+], O=C([O-])[O-], CN(C)C=O. The product is COC(=O)C(Cc1ccc(-c2ccc(C#N)cc2)cc1)NC(=O)C1Cc2cc3c(cc2CN1S(=O)(=O)c1sc(N(C)C(C)=O)nc1C)OC(c1ccc(OCc2ccc(Cl)c(Cl)c2)cc1)CO3. As a reaction SMILES: [CH3:1][O:2][C:3]([CH:4]([CH2:5][c:6]1[cH:7][cH:8][c:9](-[c:12]2[cH:13][cH:14][c:15]([C:18]#[N:19])[cH:16][cH:17]2)[cH:10][cH:11]1)[NH:20][C:21](=[O:22])[CH:23]1[N:24]([S:53](=[O:54])(=[O:55])[c:56]2[c:57]([CH3:65])[n:58][c:59]([NH:61][C:62]([CH3:63])=[O:64])[s:60]2)[CH2:25][c:26]2[cH:27][c:28]3[c:29]([cH:30][c:31]2[CH2:32]1)[O:33][CH2:34][CH:35]([c:37]1[cH:38][cH:39][c:40]([O:43][CH2:44][c:45]2[cH:46][c:47]([Cl:52])[c:48]([Cl:51])[cH:49][cH:50]2)[cH:41][cH:42]1)[O:36]3)=[O:66].[CH3:67][I:68].[K+:69].[K+:70].[O-:71][C:72]([O-:73])=[O:74].[O:75]=[CH:76][N:77]([CH3:78])[CH3:79]>>[CH3:1][O:2][C:3]([CH:4]([CH2:5][c:6]1[cH:7][cH:8][c:9](-[c:12]2[cH:13][cH:14][c:15]([C:18]#[N:19])[cH:16][cH:17]2)[cH:10][cH:11]1)[NH:20][C:21](=[O:22])[CH:23]1[N:24]([S:53](=[O:54])(=[O:55])[c:56]2[c:57]([CH3:65])[n:58][c:59]([N:61]([C:62]([CH3:63])=[O:64])[CH3:72])[s:60]2)[CH2:25][c:26]2[cH:27][c:28]3[c:29]([cH:30][c:31]2[CH2:32]1)[O:33][CH2:34][CH:35]([c:37]1[cH:38][cH:39][c:40]([O:43][CH2:44][c:45]2[cH:46][c:47]([Cl:52])[c:48]([Cl:51])[cH:49][cH:50]2)[cH:41][cH:42]1)[O:36]3)=[O:66]. Run in CN(C=O)C (dimethylformamide), O (water), CN(C=O)C (dimethylformamide). Procedure details: A stirred slurry of 8.8 g (0.22 mole) of 60% sodium hydride (mineral oil suspension) in 200 ml of dry dimethylformamide was heated under nitrogen atmosphere to 70° C. then 48 g (0.2 mole) of 1-diphenylmethyl-3-azetidinol in 150 ml of dry dimethylformamide was added dropwise at a rate which maintained the temperature below 90° C. and allowed a steady hydrogen evolution. The reaction mixture was stirred for 1 hr at 90° C., treated with 38.5 g (0.22 mole ) of 4-bromofluorobenzene and heated at 90° ... Reaction conditions: temperature 90 celsius, time 1 hour. RXN SMILES: [H-].[Na+].[C:3]1([CH:9]([C:15]2[CH:20]=[CH:19][CH:18]=[CH:17][CH:16]=2)[N:10]2[CH2:13][CH:12]([OH:14])[CH2:11]2)[CH:8]=[CH:7][CH:6]=[CH:5][CH:4]=1.[H][H].[Br:23][C:24]1[CH:29]=[CH:28][C:27](F)=[CH:26][CH:25]=1>CN(C)C=O.O>[Br:23][C:24]1[CH:29]=[CH:28][C:27]([O:14][CH:12]2[CH2:13][N:10]([CH:9]([C:3]3[CH:4]=[CH:5][CH:6]=[CH:7][CH:8]=3)[C:15]3[CH:16]=[CH:17][CH:18]=[CH:19][CH:20]=3)[CH2:11]2)=[CH:26][CH:25]=1 |f:0.1|. Isolated yield 83.2%. Reactants: C1(=CC=CC=C1)C(N1CC(C1)O)C1=CC=CC=C1 (1-diphenylmethyl-3-azetidinol), BrC1=CC=C(C=C1)F (4-bromofluorobenzene), [H-].[Na+] (sodium hydride), [H][H] (hydrogen). The product is BrC1=CC=C(OC2CN(C2)C(C2=CC=CC=C2)C2=CC=CC=C2)C=C1 (3-(4-Bromophenoxy)-1-(diphenylmethyl)azetidine). Starting materials: C(C)(C)(C)OC(N[C@H]1CNC2=C(NC1=O)C=CC=C2)=O ((S)-(2-oxo-2,3,4,5-tetrahydro-1H-benzo[b][1,4]diazepin-3-yl)-carbamic acid tert-butyl ester), C[Si](C)(C)[N-][Si](C)(C)C.[Li+] (lithium bis(trimethylsilyl)amide), BrCC1CC1 (bromomethyl-cyclopropane). The solvent is O1CCCC1 (tetrahydrofuran). Reaction conditions: temperature -75 celsius, time 30 minute. Product: C(C)(C)(C)OC(N[C@H]1CNC2=C(N(C1=O)CC1CC1)C=CC=C2)=O (((S)-1-cyclopropylmethyl-2-oxo-2,3,4,5-tetrahydro-1H-benzo[b][1,4]diazepin-3-yl)-carbamic acid tert-butyl ester). Yield: 39.1%. Reaction SMILES: [C:1]([O:5][C:6](=[O:20])[NH:7][C@@H:8]1[C:14](=[O:15])[NH:13][C:12]2[CH:16]=[CH:17][CH:18]=[CH:19][C:11]=2[NH:10][CH2:9]1)([CH3:4])([CH3:3])[CH3:2].C[Si]([N-][Si](C)(C)C)(C)C.[Li+].Br[CH2:32][CH:33]1[CH2:35][CH2:34]1>O1CCCC1>[C:1]([O:5][C:6](=[O:20])[NH:7][C@@H:8]1[C:14](=[O:15])[N:13]([CH2:32][CH:33]2[CH2:35][CH2:34]2)[C:12]2[CH:16]=[CH:17][CH:18]=[CH:19][C:11]=2[NH:10][CH2:9]1)([CH3:4])([CH3:2])[CH3:3] |f:1.2|. Procedure details: To a solution of 0.6 g (2.2 mmol) (S)-(2-oxo-2,3,4,5-tetrahydro-1H-benzo[b][1,4]diazepin-3-yl)-carbamic acid tert-butyl ester in 10 ml of tetrahydrofuran at −75° C. 2.2 ml (2.2 mmol) of lithium bis(trimethylsilyl)amide solution (1M in tetrahydrofurane) was added. After stirring for 30 min at −75° C. the mixture was allowed to reach room temperature and 0.35 g (2.6 mmol) of bromomethyl-cyclopropane was added. The mixture was stirred for 2.5 hours at room temperature and concentrated in vacuo. The... Yields the product S1C(=CC=C1)CC(=O)Cl (Thiophen-2-yl-acetyl chloride). Procedure: To a solution of 2-thiophenyl acetic acid (150 mg in 2.5 mL dry methylene chloride) at 0° C. was added 0.004 mL N,N-dimethylformamide followed by the dropwise addition of 0.097 mL of oxalyl chloride. After 15 minutes the mixture was warmed to room temperature and stirred for an additional 2.5 hours. Removal of the solvents in vacuo provided the title compound which was used without purification. Solvent: CN(C=O)C (N,N-dimethylformamide). Reactants: S1C(=CC=C1)CC(=O)O (2-thiophenyl acetic acid), C(C(=O)Cl)(=O)Cl (oxalyl chloride). Run at time 2.5 hour. As a reaction SMILES: [S:1]1[CH:5]=[CH:4][CH:3]=[C:2]1[CH2:6][C:7]([OH:9])=O.C(Cl)(=O)C([Cl:13])=O>CN(C)C=O>[S:1]1[CH:5]=[CH:4][CH:3]=[C:2]1[CH2:6][C:7]([Cl:13])=[O:9]. Yields the product Brc1ccc(-c2ccccn2)s1. Reactants: O=C1CCC(=O)N1Br, Br, COC(C)(C)C, CC(=O)O, c1ccc(-c2cccs2)nc1. RXN SMILES: [Br:12][N:13]1[C:14](=[O:15])[CH2:16][CH2:17][C:18]1=[O:19].[BrH:20].[CH3:21][O:22][C:23]([CH3:24])([CH3:25])[CH3:26].[CH3:27][C:28](=[O:29])[OH:30].[s:1]1[c:2](-[c:6]2[n:7][cH:8][cH:9][cH:10][cH:11]2)[cH:3][cH:4][cH:5]1>>[s:1]1[c:2](-[c:6]2[n:7][cH:8][cH:9][cH:10][cH:11]2)[cH:3][cH:4][c:5]1[Br:12]. The reagents and catalysts are C=1C=CC(=CC1)[P](C=2C=CC=CC2)(C=3C=CC=CC3)[Pd]([P](C=4C=CC=CC4)(C=5C=CC=CC5)C=6C=CC=CC6)([P](C=7C=CC=CC7)(C=8C=CC=CC8)C=9C=CC=CC9)[P](C=1C=CC=CC1)(C=1C=CC=CC1)C=1C=CC=CC1 (Pd(PPh3)4). Isolated yield 35.0%. The solvent is CN(C)C=O (DMF). As a reaction SMILES: [CH3:1][O:2][C:3](=[O:28])[CH2:4][N:5]1[C:10](=[O:11])[C:9]([Cl:12])=[C:8](Cl)[N:7]=[C:6]1[N:14]1[CH2:19][CH2:18][CH:17]([NH:20][C:21]([O:23][C:24]([CH3:27])([CH3:26])[CH3:25])=[O:22])[CH2:16][CH2:15]1.[C:29]([C:31]1[CH:36]=[CH:35][C:34](B(O)O)=[CH:33][C:32]=1[F:40])#[N:30].C([O-])([O-])=O.[Na+].[Na+].O>CN(C=O)C.C1C=CC([P]([Pd]([P](C2C=CC=CC=2)(C2C=CC=CC=2)C2C=CC=CC=2)([P](C2C=CC=CC=2)(C2C=CC=CC=2)C2C=CC=CC=2)[P](C2C=CC=CC=2)(C2C=CC=CC=2)C2C=CC=CC=2)(C2C=CC=CC=2)C2C=CC=CC=2)=CC=1>[CH3:1][O:2][C:3](=[O:28])[CH2:4][N:5]1[C:10](=[O:11])[C:9]([Cl:12])=[C:8]([C:34]2[CH:35]=[CH:36][C:31]([C:29]#[N:30])=[C:32]([F:40])[CH:33]=2)[N:7]=[C:6]1[N:14]1[CH2:19][CH2:18][CH:17]([NH:20][C:21]([O:23][C:24]([CH3:27])([CH3:25])[CH3:26])=[O:22])[CH2:16][CH2:15]1 |f:2.3.4,^1:56,58,77,96|. The product is COC(CN1C(=NC(=C(C1=O)Cl)C1=CC(=C(C=C1)C#N)F)N1CCC(CC1)NC(=O)OC(C)(C)C)=O ([2-(4-tert-butoxycarbonylamino-piperidin-1-yl)-5-chloro-4-(4-cyano-3-fluoro-phenyl)-6-oxo-6H-pyrimidin-1-yl]-acetic acid methyl ester). Reactants: COC(CN1C(=NC(=C(C1=O)Cl)Cl)N1CCC(CC1)NC(=O)OC(C)(C)C)=O ([2-(4-tert-butoxycarbonylamino-piperidin-1-yl)-4,5-dichloro-6-oxo-6H-pyrimidin-1-yl]-acetic acid methyl ester), C(#N)C1=C(C=C(C=C1)B(O)O)F (4-cyano-3-fluoro benzeneboronic acid), C(=O)([O-])[O-].[Na+].[Na+] (Na2CO3), O (H2O). Procedure: A mixture of [2-(4-tert-butoxycarbonylamino-piperidin-1-yl)-4,5-dichloro-6-oxo-6H-pyrimidin-1-yl]-acetic acid methyl ester (5.76 g, 13.2 mmol), 4-cyano-3-fluoro benzeneboronic acid (2.24 g, 16.1 mmol), Pd(PPh3)4 (306 mmol, 0.26 mmol) and Na2CO3 (2.8 g, 26.5 mmol) in DMF:H2O (50 mL:10 mL) was stirred at 65° C. overnight under nitrogen atmosphere. The reaction mixture was concentrated, and the residue was purified by silica chromatography (1:20 to 1:0, EA:PE) to give 2.4 g of the title product (43...